Dataset: the Open Reaction Database (ORD), a public repository of structured organic reaction records. Task: describe an organic reaction: reactants, conditions, products, and yield Starting materials: N=C=N (carbodiimide), C(C1=CC=CC=C1)OC(CC(=O)O)=O (malonic acid monobenzyl ester), NCC=1C(C(=NN1)N)=NNC1=CC(=CC=C1)F (5-aminomethyl-4-[(3-fluorophenyl)hydrazono]-4H-pyrazol-3-ylamine). Run in CN(C)C=O (DMF), CN(C)C=O (DMF). Conditions: time 16 hour. The product is C(C1=CC=CC=C1)OC(CC(=O)NCC1=NN=C(C1=NNC1=CC(=CC=C1)F)N)=O (N{5-amino-4-[(3-fluorophenyl)hydrazono]-4H-pyrazol-3-ylmethyl}malonamic acid benzyl ester). Reaction SMILES: [CH2:1]([O:8][C:9](=[O:14])[CH2:10][C:11]([OH:13])=O)[C:2]1[CH:7]=[CH:6][CH:5]=[CH:4][CH:3]=1.N=C=N.[NH2:18][CH2:19][C:20]1[C:21](=[N:26][NH:27][C:28]2[CH:33]=[CH:32][CH:31]=[C:30]([F:34])[CH:29]=2)[C:22]([NH2:25])=[N:23][N:24]=1>CN(C=O)C>[CH2:1]([O:8][C:9](=[O:14])[CH2:10][C:11]([NH:18][CH2:19][C:20]1[C:21](=[N:26][NH:27][C:28]2[CH:33]=[CH:32][CH:31]=[C:30]([F:34])[CH:29]=2)[C:22]([NH2:25])=[N:23][N:24]=1)=[O:13])[C:2]1[CH:3]=[CH:4][CH:5]=[CH:6][CH:7]=1. Procedure details: A solution of malonic acid monobenzyl ester (1.5 eq, 0.26 mmol) in anhydrous DMF (3 mL) was added to a 10 mL reaction vessel containing PS-carbodiimide (2 eq, 380 mg). The reaction mixture was stirred at ambient temperature under argon for 10 minutes before a solution of 5-aminomethyl-4-[(3-fluorophenyl)hydrazono]-4H-pyrazol-3-ylamine (40 mg, 0.17 mmol) in anhydrous DMF (3 mL) was added. The mixture was further stirred for approximately 16 hours before it was filtered, washed with DMF (3×3 mL) a... Starting materials: Cl (HCl), C1(CC1)C1=CC(=NN1C1=CC=C(C=N1)NC(CC1=NC=CC=C1)=O)C(F)(F)F (N-{6-[5-cyclopropyl-3-(trifluoromethyl)-1H-pyrazol-1-yl]pyridin-3-yl}2-(pyridin-2-yl)acetamide), N1=C(C=CC=C1)CC(=O)O (2-(pyridin-2-yl)acetic acid), intermediate 36. Solvent: C(C)OCC (diethyl ether), C1CCOC1 (THF). Run at time 15 minute. Product: Cl.C1(CC1)C1=CC(=NN1C1=CC=C(C=N1)NC(CC1=NC=CC=C1)=O)C(F)(F)F (N-{6-[5-cyclopropyl-3-(trifluoromethyl)-1H-pyrazol-1-yl]pyridin-3-yl}-2-(pyridin-2-yl)acetamide hydrochloride). As a reaction SMILES: [CH:1]1([C:4]2[N:8]([C:9]3[N:14]=[CH:13][C:12]([NH:15][C:16](=[O:24])[CH2:17][C:18]4[CH:23]=[CH:22][CH:21]=[CH:20][N:19]=4)=[CH:11][CH:10]=3)[N:7]=[C:6]([C:25]([F:28])([F:27])[F:26])[CH:5]=2)[CH2:3][CH2:2]1.N1C=CC=CC=1CC(O)=O.[ClH:39]>C1COCC1.C(OCC)C>[ClH:39].[CH:1]1([C:4]2[N:8]([C:9]3[N:14]=[CH:13][C:12]([NH:15][C:16](=[O:24])[CH2:17][C:18]4[CH:23]=[CH:22][CH:21]=[CH:20][N:19]=4)=[CH:11][CH:10]=3)[N:7]=[C:6]([C:25]([F:28])([F:27])[F:26])[CH:5]=2)[CH2:3][CH2:2]1 |f:5.6|. Procedure details: Following the general procedure-1, N-{6-[5-cyclopropyl-3-(trifluoromethyl)-1H-pyrazol-1-yl]pyridin-3-yl}2-(pyridin-2-yl)acetamide (200 mg) was prepared from 2-(pyridin-2-yl)acetic acid (207 mg, 1.2 mmol) and intermediate 36 (200 mg, 0.75 mmol) as an off-white solid and dissolved in THF. Saturated HCl in diethyl ether was added to this solution at 0° C. and stirred for 15 min. Solid that separated out was filtered and dried to give the title compound (210 mg) as an Off-white solid M.P.: 179-181° ... Reactants: COc1ccc(S(=O)(=O)Cl)cc1, COC(=O)c1cccc(O)c1N, ClC(Cl)Cl, c1ccncc1. Yields the product COC(=O)c1cccc(O)c1NS(=O)(=O)c1ccc(OC)cc1. As a reaction SMILES: [CH3:13][O:14][c:15]1[cH:16][cH:17][c:18]([S:21](=[O:22])(=[O:23])[Cl:24])[cH:19][cH:20]1.[CH3:1][O:2][C:3]([c:4]1[c:5]([NH2:11])[c:6]([OH:10])[cH:7][cH:8][cH:9]1)=[O:12].[CH:31]([Cl:32])([Cl:33])[Cl:34].[cH:25]1[cH:26][cH:27][n:28][cH:29][cH:30]1>>[CH3:1][O:2][C:3]([c:4]1[c:5]([NH:11][S:21]([c:18]2[cH:17][cH:16][c:15]([O:14][CH3:13])[cH:20][cH:19]2)(=[O:22])=[O:23])[c:6]([OH:10])[cH:7][cH:8][cH:9]1)=[O:12].